Task: describe an organic reaction: reactants, conditions, products, and yield. Dataset: the Open Reaction Database (ORD), a public repository of structured organic reaction records Starting materials: Oc1cncc(Br)c1, O=C([O-])[O-], CN(C)C=O, O=C(Nc1cn2nc(I)ccc2n1)C1CC1, [K+], [K+], O. The product is O=C(Nc1cn2nc(Oc3cncc(Br)c3)ccc2n1)C1CC1. As a reaction SMILES: [Br:17][c:18]1[cH:19][c:20]([OH:24])[cH:21][n:22][cH:23]1.[C:25](=[O:26])([O-:27])[O-:28].[CH3:31][N:32]([CH3:33])[CH:34]=[O:35].[I:1][c:2]1[cH:3][cH:4][c:5]2[n:6]([n:7]1)[cH:8][c:9]([NH:11][C:12](=[O:13])[CH:14]1[CH2:15][CH2:16]1)[n:10]2.[K+:29].[K+:30].[OH2:36]>>[c:2]1([O:24][c:20]2[cH:19][c:18]([Br:17])[cH:23][n:22][cH:21]2)[cH:3][cH:4][c:5]2[n:6]([n:7]1)[cH:8][c:9]([NH:11][C:12](=[O:13])[CH:14]1[CH2:15][CH2:16]1)[n:10]2. Starting materials: [Cl-].[Y+3].[Cl-].[Cl-] (Yttrium chloride), [O-]CC.[K+] (potassium ethoxide), [K] (potassium), O([K])CC (KOC2H5), [Cl-].[Y+3].[Cl-].[Cl-] (Yttrium chloride). Run in C(C)O (ethanol), C(C)O (ethanol), C(C)O (ethanol). Product: [O-]CC.[Y+3].[O-]CC.[O-]CC (yttrium ethoxide), [Cl-].[K+] (potassium chloride). Reaction SMILES: [Cl-:1].[Y+3:2].[Cl-].[Cl-].[K].[O-:6][CH2:7][CH3:8].[K+:9]>C(O)C>[O-:6][CH2:7][CH3:8].[Y+3:2].[O-:6][CH2:7][CH3:8].[O-:6][CH2:7][CH3:8].[Cl-:1].[K+:9] |f:0.1.2.3,5.6,8.9.10.11,12.13,^1:4|. Procedure: Dissolve anhydrous salts such as Yttrium chloride (YCl3) in pure ethanol. Add a known quantity of potassium to ethanol and make potassium ethoxide, KOC2H5. Mix this with YCl3 in ethanol and stir. Under refluxing, a clear solution of yttrium ethoxide and a precipitate of potassium chloride is obtained. The dopant Eu can similarly be added to the Yttrium chloride in ethanol at first and this reaction would form Yttrium europium ethoxides. The ethoxides can then be hydrolyzed by adding a solution o... Starting materials: O=C(NC1=C(F)C(F)=C(C(F)=C1F)C(F)(F)F)C(C)CC2=CC=C3OCOC3=C2. Reagents/catalysts: O=C(O)C, [K].O=C(O)O, [B-](F)(F)(F)F.CC[N+](CC)(CC)CC, O1B(OC(C)(C)C1(C)C)B2OC(C)(C)C(O2)(C)C, N=1C(OC)=CC(OC)=C2C=CC=CC12, [Pd].O=C(O)C. Run in N#CC. Run at temperature 80 celsius, time 15 hour. The product is O=C(NC1=C(F)C(F)=C(C(F)=C1F)C(F)(F)F)C(CB2OC(C)(C)C(O2)(C)C)CC3=CC=C4OCOC4=C3. Isolated yield 55.0%. Reactants: FC1=C(C=C(C=C1)C1=C(C(CC(C1)O[Si](C)(C)C(C)(C)C)(C)C)/C=C/C=O)C ((E)-3-{2-(4-fluoro-3-methylphenyl)-4-(t-butyldimethyl-sily-oxy)-6,6-dimethylcyclohexen-1-yl}propenal), [Li+].CC(C)[N-]C(C)C (LDA), C(CC(=O)C)(=O)OC (methyl acetoacetate). Solvent: C1CCOC1 (THF). The product is FC1=C(C=C(C=C1)C1=C(C(CC(C1)O[Si](C)(C)C(C)(C)C)(C)C)/C=C/C(CC(CC(=O)OC)=O)O)C (Methyl (E)-7-{2-(4-fluoro-3-methylphenyl)-4-(t-butyldimethylsilyloxy)-6,6-dimethylcyclohexen-1-yl}-5-hydroxy-3-oxohept-6-enoate). RXN SMILES: [F:1][C:2]1[CH:7]=[CH:6][C:5]([C:8]2[CH2:13][CH:12]([O:14][Si:15]([C:18]([CH3:21])([CH3:20])[CH3:19])([CH3:17])[CH3:16])[CH2:11][C:10]([CH3:23])([CH3:22])[C:9]=2/[CH:24]=[CH:25]/[CH:26]=[O:27])=[CH:4][C:3]=1[CH3:28].[Li+].CC([N-]C(C)C)C.[C:37]([O:43][CH3:44])(=[O:42])[CH2:38][C:39]([CH3:41])=[O:40]>C1COCC1>[F:1][C:2]1[CH:7]=[CH:6][C:5]([C:8]2[CH2:13][CH:12]([O:14][Si:15]([C:18]([CH3:19])([CH3:20])[CH3:21])([CH3:16])[CH3:17])[CH2:11][C:10]([CH3:22])([CH3:23])[C:9]=2/[CH:24]=[CH:25]/[CH:26]([OH:27])[CH2:41][C:39](=[O:40])[CH2:38][C:37]([O:43][CH3:44])=[O:42])=[CH:4][C:3]=1[CH3:28] |f:1.2|. Reported procedure: In a manner similiar to Scheme I, 19 (13.45 g, 33.4 mmol) was treated with LDA-derived dianion of methyl acetoacetate (40.1 mmol) in THF and, after workup and purification by HPLC. using 4:1 hexanes:EtOAc as eluent provided 7.8 g of an orange color oil. Starting materials: C(C)(C)NCC=1C=C(C#N)C=CC1 (3-[(isopropylamino)methyl]benzonitrile), C(C=C)(=O)OC(C)(C)C (tert-butyl acrylate), C1CCC2=NCCCN2CC1 (DBU). Solvent: O (water). Reaction conditions: temperature 80 celsius. The product is C(#N)C=1C=C(CN(CCC(=O)OC(C)(C)C)C(C)C)C=CC1 (tert-butyl N-(3-cyanobenzyl)-N-isopropyl-beta-alaninate). RXN SMILES: [CH:1]([NH:4][CH2:5][C:6]1[CH:7]=[C:8]([CH:11]=[CH:12][CH:13]=1)[C:9]#[N:10])([CH3:3])[CH3:2].[C:14]([O:18][C:19]([CH3:22])([CH3:21])[CH3:20])(=[O:17])[CH:15]=[CH2:16].C1CCN2C(=NCCC2)CC1>O>[C:9]([C:8]1[CH:7]=[C:6]([CH:13]=[CH:12][CH:11]=1)[CH2:5][N:4]([CH:1]([CH3:3])[CH3:2])[CH2:16][CH2:15][C:14]([O:18][C:19]([CH3:22])([CH3:21])[CH3:20])=[O:17])#[N:10]. Procedure: A mixture of 3-[(isopropylamino)methyl]benzonitrile (5.7 g, 32.7 mmol), tert-butyl acrylate (4.78 ml, 32.7 mmol) and DBU (5.0 ml, 32.7 mmol) was heated neat at 80° C. for 24 hours. The reaction mixture was diluted with water and extracted with DCM. The organic layer was dried over sodium sulfate and concentrated under reduced pressure. After purification by chromatography (silica, pet ether/EtOAc), the title compound was obtained as a colorless oil. 1H NMR (DMSO-d6, 400 MHz) δ 7.73 (s, 1H,), 7.6...